Dataset: the Open Reaction Database (ORD), a public repository of structured organic reaction records. Task: describe an organic reaction: reactants, conditions, products, and yield Reactants: O=C([O-])[O-], CC[N+](CC)(CC)Cc1ccccc1, CC#N, COCC(=O)CC(=O)OC, [Cl-], CC(=O)C(C)Cl, [K+], [K+]. Product: COCC(=O)C(C(=O)OC)C(C)C(C)=O. As a reaction SMILES: [C:1](=[O:2])([O-:3])[O-:4].[CH2:24]([N+:25]([CH2:26][CH3:27])([CH2:28][CH3:29])[CH2:30][CH3:31])[c:32]1[cH:33][cH:34][cH:35][cH:36][cH:37]1.[CH3:38][C:39]#[N:40].[CH3:7][O:8][CH2:9][C:10]([CH2:11][C:12](=[O:13])[O:14][CH3:15])=[O:16].[Cl-:23].[Cl:17][CH:18]([C:19]([CH3:20])=[O:21])[CH3:22].[K+:5].[K+:6]>>[CH3:7][O:8][CH2:9][C:10]([CH:11]([C:12](=[O:13])[O:14][CH3:15])[CH:18]([C:19]([CH3:20])=[O:21])[CH3:22])=[O:16]. Starting materials: C([O-])([O-])=O.[K+].[K+] (potassium carbonate), ClCCl (dichloromethane), BrC1=CN=C(N=N1)N (6-Bromo-1,2,4-triazin-3-amine), FC1=C(C#N)C=CC(=C1)B1OC(C(O1)(C)C)(C)C (2-Fluoro-4-(4,4,5,5-tetramethyl-1,3,2-dioxaborolan-2-yl)benzonitrile), [OH-].[Na+] (sodium hydroxide). The solvent is O (water), O1CCOCC1 (1,4-dioxane), O (water). Reaction conditions: temperature 86 celsius, time 2 hour. The product is NC=1N=NC(=CN1)C1=CC(=C(C#N)C=C1)F (4-(3-Amino-1,2,4-triazin-6-yl)-2-fluorobenzonitrile). The yield is 82.3%. As a reaction SMILES: Br[C:2]1[N:7]=[N:6][C:5]([NH2:8])=[N:4][CH:3]=1.[F:9][C:10]1[CH:17]=[C:16](B2OC(C)(C)C(C)(C)O2)[CH:15]=[CH:14][C:11]=1[C:12]#[N:13].C(=O)([O-])[O-].[K+].[K+].ClCCl.[OH-].[Na+]>O1CCOCC1.O>[NH2:8][C:5]1[N:6]=[N:7][C:2]([C:16]2[CH:15]=[CH:14][C:11]([C:12]#[N:13])=[C:10]([F:9])[CH:17]=2)=[CH:3][N:4]=1 |f:2.3.4,6.7|. Procedure: A mixture of 6-bromo-1,2,4-triazin-3-amine (17, 100.0 g, 571.47 mmol) and 2-fluoro-4-(4,4,5,5-tetramethyl-1,3,2-dioxaborolan-2-yl)benzonitrile (19, 145.43 g, 588.61 mmol, 1.03 equiv) in 1,4-dioxane (1200 mL) was stirred at room temperature for 10 min before potassium carbonate (K2CO3, 355.4 g, 2572 mmol) in water (600 mL) was added to give a deep red solution. The mixture was degassed by bubbling with nitrogen for 10 min before 1,1′-bis(diphenyl phosphino)ferrocene dichloropalladium(II) complex ... Reactants: CN(C=O)C (N,N-dimethylformamide), BrCC1=C(C=C(C=C1)C1=NC(=NN1C)C1=C(C=CC=C1F)Cl)Cl (5-(4-bromomethyl-3-chlorophenyl)-3(2-chloro-6-fluorophenyl)-1-methyl-1H-1,2,4-triazole), C(C)(=O)[O-].[K+] (potassium acetate). Reaction conditions: temperature 130 celsius, time 3 hour. Run in O (water). Yield: 51.1%. Procedure details: To N,N-dimethylformamide (200 ml) are added 5-(4-bromomethyl-3-chlorophenyl)-3(2-chloro-6-fluorophenyl)-1-methyl-1H-1,2,4-triazole (24.3 g) and potassium acetate (29.0 g), which are stirred at 130° C. for 3 hours. The reaction mixture is cooled to room temperature, poured into water and extracted with ethyl acetate. The organic layer is washed with water, dried over anhydrous magnesium sulfate and concentrated under reduced pressure. The concentrate is purified by silica gel column chromatograph... RXN SMILES: CN(C)C=O.Br[CH2:7][C:8]1[CH:13]=[CH:12][C:11]([C:14]2[N:18]([CH3:19])[N:17]=[C:16]([C:20]3[C:25]([F:26])=[CH:24][CH:23]=[CH:22][C:21]=3[Cl:27])[N:15]=2)=[CH:10][C:9]=1[Cl:28].[C:29]([O-:32])(=[O:31])[CH3:30].[K+]>O>[C:29]([O:32][CH2:7][C:8]1[CH:13]=[CH:12][C:11]([C:14]2[N:18]([CH3:19])[N:17]=[C:16]([C:20]3[C:25]([F:26])=[CH:24][CH:23]=[CH:22][C:21]=3[Cl:27])[N:15]=2)=[CH:10][C:9]=1[Cl:28])(=[O:31])[CH3:30] |f:2.3|. The product is C(C)(=O)OCC1=C(C=C(C=C1)C1=NC(=NN1C)C1=C(C=CC=C1F)Cl)Cl (5-(4-acetoxymethyl-3-chlorophenyl)-3-(2-chloro-6-fluorophenyl) 1-methyl-1H-1,2,4-triazole). Starting materials: N([C@@H](CCCNC(N)=N)C(=O)N[C@@H]([C@@H](C)CC)C(=O)OC(C)(C)C)C(=O)OCC1C2=CC=CC=C2C2=CC=CC=C12 (Fmoc-Arg-Ile-OtBu). Run in FC(C(=O)O)(F)F (trifluoroacetic acid). Reaction conditions: time 1 hour. Product: N([C@@H](CCCNC(N)=N)C(=O)N[C@@H]([C@@H](C)CC)C(=O)O)C(=O)OCC1C2=CC=CC=C2C2=CC=CC=C12 (Fmoc-Arg-Ile-OH). RXN SMILES: [NH:1]([C:25]([O:27][CH2:28][CH:29]1[C:41]2[C:36](=[CH:37][CH:38]=[CH:39][CH:40]=2)[C:35]2[C:30]1=[CH:31][CH:32]=[CH:33][CH:34]=2)=[O:26])[C@H:2]([C:10]([NH:12][C@H:13]([C:18]([O:20]C(C)(C)C)=[O:19])[C@H:14]([CH2:16][CH3:17])[CH3:15])=[O:11])[CH2:3][CH2:4][CH2:5][NH:6][C:7](=[NH:9])[NH2:8]>FC(F)(F)C(O)=O>[NH:1]([C:25]([O:27][CH2:28][CH:29]1[C:30]2[C:35](=[CH:34][CH:33]=[CH:32][CH:31]=2)[C:36]2[C:41]1=[CH:40][CH:39]=[CH:38][CH:37]=2)=[O:26])[C@H:2]([C:10]([NH:12][C@H:13]([C:18]([OH:20])=[O:19])[C@H:14]([CH2:16][CH3:17])[CH3:15])=[O:11])[CH2:3][CH2:4][CH2:5][NH:6][C:7](=[NH:8])[NH2:9]. Procedure: 15.8 g of Fmoc-Arg-Ile-OtBu are dissolved in 150 ml of 90% strength aqueous trifluoroacetic acid. The solution is left to stand at room temperature for 1 hour, and is concentrated. The residue is triturated twice with diethyl ether, the ether being decanted off each time. Water is added to the residue, and the pH is adjusted to with saturated NaHCO3 solution. The precipitate is filtered off with suction and dried. Starting materials: C(C1=CC=CC=C1)N1C[C@H](CC1)OS(=O)(=O)C ((S)-1-Benzyl-3-mesyloxypyrrolidine), C(C)#N (acetonitrile), C(=O)(O)[O-].[Na+] (NaHCO3). The reagents and catalysts are [C-]#N.C(CCC)[N+](CCCC)(CCCC)CCCC (tetrabutylammonium cyanide). Run at temperature 65 celsius. The product is C(C1=CC=CC=C1)N1C[C@@H](CC1)C#N ((R)-1-benzyl-3-cyanopyrrolidine). Isolated yield 85.6%. RXN SMILES: [CH2:1]([N:8]1[CH2:12][CH2:11][C@H:10](OS(C)(=O)=O)[CH2:9]1)[C:2]1[CH:7]=[CH:6][CH:5]=[CH:4][CH:3]=1.C([O-])(O)=O.[Na+].[C:23](#[N:25])C>[C-]#N.C([N+](CCCC)(CCCC)CCCC)CCC>[CH2:1]([N:8]1[CH2:12][CH2:11][C@@H:10]([C:23]#[N:25])[CH2:9]1)[C:2]1[CH:7]=[CH:6][CH:5]=[CH:4][CH:3]=1 |f:1.2,4.5|. Procedure: (S)-1-Benzyl-3-mesyloxypyrrolidine (264.3 g, 1.03 mol) was dissolved in acetonitrile (170 mL) and tetrabutylammonium cyanide (556 g, 2.07 mol) was added. The resulting mixture was heated at 65° C. for 2 days and then cooled to room temperature and saturated NaHCO3 (500 mL) added. The organic layer was separated and the aqueous layer extracted with toluene (600 mL and 400 mL). The combined organic layers were washed with water (4×500 mL) and concentrated under reduced pressure to give (R)-1-benzy... The reactants are FC(C=1C=C(C=CC1)SC1=CC=C(S1)CCNO)(F)F (N-[5-(3-trifluoromethylphenylthio)thien-2-ylethyl]hydroxylamine), C[Si](C)(C)N=C=O (trimethylsilylisocyanate). The solvent is O1CCOCC1 (dioxan). Reaction conditions: time 2 hour. Product: ON(C(=O)N)CCC=1SC(=CC1)SC1=CC(=CC=C1)C(F)(F)F (1-Hydroxy-1-[5-(3-trifluoromethylphenylthio)thien-2-ylethyl]-urea). Reaction SMILES: [F:1][C:2]([F:20])([F:19])[C:3]1[CH:4]=[C:5]([S:9][C:10]2[S:14][C:13]([CH2:15][CH2:16][NH:17][OH:18])=[CH:12][CH:11]=2)[CH:6]=[CH:7][CH:8]=1.C[Si]([N:25]=[C:26]=[O:27])(C)C>O1CCOCC1>[OH:18][N:17]([CH2:16][CH2:15][C:13]1[S:14][C:10]([S:9][C:5]2[CH:6]=[CH:7][CH:8]=[C:3]([C:2]([F:1])([F:19])[F:20])[CH:4]=2)=[CH:11][CH:12]=1)[C:26]([NH2:25])=[O:27]. Procedure: To a solution of N-[5-(3-trifluoromethylphenylthio)thien-2-ylethyl]hydroxylamine (7.6 g) in dioxan (70 ml) at room temperature under nitrogen, was added trimethylsilylisocyanate (5.48 g) and the reaction mixture stirred for 2 hours. The solution was quenched with saturated aqueous ammonium chloride, extracted with ether (2×100 ml), dried over MgSO4, evaporated under reduced pressure to give a yellow oil. The oil was flash chromatographed on a Sorbsil C60-40/60H column using ether to give a white... Starting materials: OCCCCNC(=O)NC1CC2=CC=CC=C2C1 (1-(4-Hydroxybutyl)-3-indan-2-ylurea), O=CCCCNC(C1=CC=CC=C1)=O (N-(4-oxo-butyl)-benzamide). Reaction SMILES: [OH:1][CH2:2][CH2:3][CH2:4][CH2:5][NH:6][C:7]([NH:9][CH:10]1[CH2:18][C:17]2[C:12](=[CH:13][CH:14]=[CH:15][CH:16]=2)[CH2:11]1)=[O:8].O=CCCCNC(=O)C1C=CC=CC=1>>[CH2:11]1[C:12]2[C:17](=[CH:16][CH:15]=[CH:14][CH:13]=2)[CH2:18][CH:10]1[NH:9][C:7]([NH:6][CH2:5][CH2:4][CH2:3][CH:2]=[O:1])=[O:8]. Procedure details: 1-Indan-2-yl-3-(4-oxobutyl)urea (60C) is prepared from 60B as described for 1E. Product: C1C(CC2=CC=CC=C12)NC(=O)NCCCC=O (1-Indan-2-yl-3-(4-oxobutyl)urea). Reactants: ClC=1N=NC(=CC1)C1=CC(=C(C=C1)OC(F)F)OC (3-chloro-6-(4-difluoromethoxy-3-methoxyphenyl)pyridazine), C([O-])([O-])=O.[K+].[K+] (potassium carbonate). Solvent: C(C1=CC=CC=C1)N (benzylamine). Yields the product C(C1=CC=CC=C1)NC=1N=NC(=CC1)C1=CC(=C(C=C1)OC(F)F)OC (3-benzylamino-6-(4-difluoromethoxy-3-methoxyphenyl)pyridazine). Isolated yield 158.0%. RXN SMILES: Cl[C:2]1[N:3]=[N:4][C:5]([C:8]2[CH:13]=[CH:12][C:11]([O:14][CH:15]([F:17])[F:16])=[C:10]([O:18][CH3:19])[CH:9]=2)=[CH:6][CH:7]=1.C(=O)([O-])[O-].[K+].[K+]>C(N)C1C=CC=CC=1>[CH2:5]([NH:4][C:2]1[N:3]=[N:4][C:5]([C:8]2[CH:13]=[CH:12][C:11]([O:14][CH:15]([F:17])[F:16])=[C:10]([O:18][CH3:19])[CH:9]=2)=[CH:6][CH:7]=1)[C:8]1[CH:13]=[CH:12][CH:11]=[CH:10][CH:9]=1 |f:1.2.3|. Procedure: 5 g (17 mmol) of 3-chloro-6-(4-difluoromethoxy-3-methoxyphenyl)pyridazine are heated in 30 ml of benzylamine at 180° C. for 1 hour. The mixture is stirred into 500 ml of saturated potassium carbonate solution, and the resulting precipitate is filtered off with suction, washed thoroughly with water, dried and recrystallized from ethyl acetate. 4.8 g (77.4%) of 3-benzylamino-6-(4-difluoromethoxy-3-methoxyphenyl)pyridazine of m.p. 136° C. are obtained. Starting materials: FC(C1=CC=C(C=C1)C1(CCCC1)CC#N)(F)F ([1-(4-trifluoromethyl-phenyl)-cyclopentyl]-acetonitrile), C[Al](C)C (trimethylaluminium), [NH4+].[Cl-] (NH4Cl). Run in C1(=CC=CC=C1)C (toluene), C1(=CC=CC=C1)C (toluene), C(Cl)(Cl)Cl (CHCl3). Conditions: temperature 0 celsius, time 15 minute. Yields the product C1(=CC=C(C=C1)C1(CCCC1)CC(=N)N)C (2-(1-p-tolyl-cyclopentyl)-acetamidine). The yield is 82.0%. As a reaction SMILES: [NH4+:1].[Cl-].C[Al](C)C.F[C:8](F)(F)[C:9]1[CH:14]=[CH:13][C:12]([C:15]2([CH2:20][C:21]#[N:22])[CH2:19][CH2:18][CH2:17][CH2:16]2)=[CH:11][CH:10]=1>C1(C)C=CC=CC=1.C(Cl)(Cl)Cl>[C:9]1([CH3:8])[CH:14]=[CH:13][C:12]([C:15]2([CH2:20][C:21]([NH2:22])=[NH:1])[CH2:19][CH2:18][CH2:17][CH2:16]2)=[CH:11][CH:10]=1 |f:0.1|. Procedure: To a stirred suspension of NH4Cl (1.3 g, 23.69 mmol) in dry toluene (30 mL) was added trimethylaluminium (2M solution in toluene) dropwise at 0° C., stirred at 0° C. for 15 min, then stirred at room temperature for 2 h. The solution of [1-(4-trifluoromethyl-phenyl)-cyclopentyl]-acetonitrile (241) (2 g, 7.89 mmol) in toluene (10 mL) was added dropwise at the room temperature and the reaction mixture was heated at 80° C. for 16 h, the reaction mixture was cooled to 0° C., and the reaction mixture ... Reactants: O1CCOC12CC(=CCC2)C(=O)[O-] (1,4-dioxaspiro -[4.5]-dec-7-ene-7-carboxylate), C(C)(=O)O (acetic acid), C(C)O (ethanol), C(#N)[BH3-].[Na+] (Sodium cyanoborohydride). Solvent: C1CCOC1 (THF), O (water). Conditions: time 8 hour. Product: C1(=CC=CC=C1)CNC1C(CC2(OCCO2)CC1)C(=O)OCC (Ethyl 8-[(phenylmethyl)amino]-1,4-dioxaspiro[4.5]decane-7-carboxylate). The yield is 99.9%. RXN SMILES: [O:1]1[C:5]2([CH2:10][CH2:9][CH:8]=[C:7]([C:11]([O-:13])=[O:12])[CH2:6]2)[O:4][CH2:3][CH2:2]1.[C:14](O)(=O)[CH3:15].[CH2:18](O)[CH3:19].[C:21]([BH3-])#[N:22].[Na+]>C1COCC1.O>[C:19]1([CH2:21][NH:22][CH:8]2[CH2:9][CH2:10][C:5]3([O:4][CH2:3][CH2:2][O:1]3)[CH2:6][CH:7]2[C:11]([O:13][CH2:14][CH3:15])=[O:12])[CH:18]=[CH:7][CH:6]=[CH:5][CH:10]=1 |f:3.4|. Procedure details: Ethyl 8-(phenylmethyl)amino]-1,4-dioxaspiro -[4.5]-dec-7-ene-7-carboxylate (395.4 g, 1.3 mole) and acetic acid (75.0 ml, 1.3 mole) were added to ethanol (4 1). Sodium cyanoborohydride (82.0 g, 1. mole) was added in portions over 3 hours. The mixture was stirred overnight, then poured into water. The pH was adjusted to 10, and the product was extracted with methylene chloride, which was then dried with sodium sulfate and evaporated to give a yellow oil having small clear lumps in it. This was dis...